Dataset: the Open Reaction Database (ORD), a public repository of structured organic reaction records. Task: describe an organic reaction: reactants, conditions, products, and yield Starting materials: CCOC(=O)CBr, CC(C)=O, CCOC(=O)c1c(C(F)(F)F)nc(C(F)(F)F)c(C)c1O, [K+], [K+], O=C([O-])[O-]. The product is CCOC(=O)COc1c(C)c(C(F)(F)F)nc(C(F)(F)F)c1C(=O)OCC. Reaction SMILES: [Br:22][CH2:23][C:24](=[O:25])[O:26][CH2:27][CH3:28].[CH3:35][C:36](=[O:37])[CH3:38].[F:1][C:2]([c:3]1[n:4][c:5]([C:16]([F:17])([F:18])[F:19])[c:6]([CH3:15])[c:7]([OH:14])[c:8]1[C:9](=[O:10])[O:11][CH2:12][CH3:13])([F:20])[F:21].[K+:29].[K+:30].[O-:31][C:32]([O-:33])=[O:34]>>[F:1][C:2]([c:3]1[n:4][c:5]([C:16]([F:17])([F:18])[F:19])[c:6]([CH3:15])[c:7]([O:14][CH2:23][C:24](=[O:25])[O:26][CH2:27][CH3:28])[c:8]1[C:9](=[O:10])[O:11][CH2:12][CH3:13])([F:20])[F:21]. Starting materials: IC=1C=CC=2N(C1)C(=NN2)C(C)C (6-Iodo-3-isopropyl-[1,2,4]triazolo[4,3-a]pyridine), OC1=CC=C(C=C1)CC(=O)OC(C)(C)C (tert-butyl 2-(4-hydroxyphenyl)acetate), C([O-])([O-])=O.[Cs+].[Cs+] (cesium carbonate), 2,2,6,6-tetramethylheptanedione, CN1C(CCC1)=O (N-methylpyrrolidinone). The reagents and catalysts are [Cu]Cl (copper (I) chloride). The solvent is C(C)OCC (diethyl ether). Product: C(C)(C)C1=NN=C2N1C=C(C=C2)OC2=CC=C(C=C2)CC(=O)N (2-[4-(3-Isopropyl-[1,2,4]triazolo[4,3-a]pyridin-6-yloxy)-phenyl]-acetamide). The yield is 8.0%. As a reaction SMILES: I[C:2]1[CH:3]=[CH:4][C:5]2[N:6]([C:8]([CH:11]([CH3:13])[CH3:12])=[N:9][N:10]=2)[CH:7]=1.[OH:14][C:15]1[CH:20]=[CH:19][C:18]([CH2:21][C:22]([O:24]C(C)(C)C)=O)=[CH:17][CH:16]=1.C(=O)([O-])[O-].[Cs+].[Cs+].C[N:36]1CCCC1=O>C(OCC)C.[Cu]Cl>[CH:11]([C:8]1[N:6]2[CH:7]=[C:2]([O:14][C:15]3[CH:20]=[CH:19][C:18]([CH2:21][C:22]([NH2:36])=[O:24])=[CH:17][CH:16]=3)[CH:3]=[CH:4][C:5]2=[N:10][N:9]=1)([CH3:13])[CH3:12] |f:2.3.4|. Procedure details: A solution of Example 23 step a (430 mg, 1.5 mmol), tert-butyl 2-(4-hydroxyphenyl)acetate (WO2008/024746, 621 mg, 3 mmol), cesium carbonate (978 mg, 3 mmol), copper (I) chloride (74 mg, 0.75 mmol) and 2,2,6,6-tetramethylheptanedione (28 mg, 0.15 mmol) in N-methylpyrrolidinone (2 mL) was heated at 115° C. for 1 h. The reaction mixture was left to cool to RT, diluted with diethyl ether and washed with water. The aqueous layer was extracted with EtOAc and DCM and the combined organic layers were dr... Procedure details: The title compound was prepared via [2-(3-benzo[1,3]dioxol-5-yl-3-cyclohexylmethyl-ureido)-thiazol-5-ylsulfanyl]-acetic acid ethyl ester in a similar manner as described for the synthesis of {2-[3-cyclopentylmethyl-3-(4-methanesulfonyl-phenyl)-ureido]-thiazol-4-yl}-acetic acid, using benzo[1,3]dioxol-5-yl-cyclohexylmethyl-amine and (2-amino-thiazol-5-ylsulfanyl)acetic acid ethyl ester Reactants: C(C)OC(CSC1=CN=C(S1)NC(=O)N(CC1CCCCC1)C1=CC2=C(OCO2)C=C1)=O ([2-(3-benzo[1,3]dioxol-5-yl-3-cyclohexylmethyl-ureido)-thiazol-5-ylsulfanyl]-acetic acid ethyl ester), C(C)OC(CSC1=CN=C(S1)N)=O ((2-amino-thiazol-5-ylsulfanyl)acetic acid ethyl ester), C1(CCCC1)CN(C(NC=1SC=C(N1)CC(=O)O)=O)C1=CC=C(C=C1)S(=O)(=O)C ({2-[3-cyclopentylmethyl-3-(4-methanesulfonyl-phenyl)-ureido]-thiazol-4-yl}-acetic acid), O1COC2=C1C=CC(=C2)NCC2CCCCC2 (benzo[1,3]dioxol-5-yl-cyclohexylmethyl-amine). As a reaction SMILES: C([O:3][C:4](=[O:32])[CH2:5][S:6][C:7]1[S:11][C:10]([NH:12][C:13]([N:15]([C:23]2[CH:31]=[CH:30][C:26]3[O:27][CH2:28][O:29][C:25]=3[CH:24]=2)CC2CCCCC2)=[O:14])=[N:9][CH:8]=1)C.C1(CN([C:52]2[CH:57]=[CH:56][C:55](S(C)(=O)=O)=[CH:54][CH:53]=2)C(=O)NC2SC=C(CC(O)=O)N=2)CCCC1.O1C2C=CC(NCC3CCCCC3)=CC=2O[CH2:63]1.C(OC(=O)CSC1SC(N)=NC=1)C>>[O:27]1[C:26]2[CH:30]=[CH:31][C:23]([N:15]([CH:52]3[CH2:57][CH2:56][CH2:55][CH2:54][CH2:53]3)[C:13](=[O:14])[N:12]([CH3:63])[C:10]3[S:11][C:7]([S:6][CH2:5][C:4]([OH:3])=[O:32])=[CH:8][N:9]=3)=[CH:24][C:25]=2[O:29][CH2:28]1. Yields the product O1COC2=C1C=CC(=C2)N(C(N(C=2SC(=CN2)SCC(=O)O)C)=O)C2CCCCC2 ([2-(3-Benzo[1,3]dioxol-5-yl-3-cyclohexyl methyl-ureido)-thiazol-5-ylsulfanyl]-acetic acid). Reactants: [Al+3], COC(=O)c1cnc2c(c1)NC(=O)CN2C, CO, CCOC(C)=O, [H-], [H-], [H-], [H-], [H-], [Li+], [Na+], C1CCOC1, O. The product is CN1CC(=O)Nc2cc(CO)cnc21. RXN SMILES: [Al+3:20].[CH3:1][N:2]1[c:3]2[c:4]([cH:9][c:10]([C:13](=[O:14])[O:15][CH3:16])[cH:11][n:12]2)[NH:5][C:6](=[O:8])[CH2:7]1.[CH3:25][OH:26].[CH3:33][CH2:34][O:35][C:36](=[O:37])[CH3:38].[H-:18].[H-:19].[H-:22].[H-:23].[H-:24].[Li+:21].[Na+:17].[O:27]1[CH2:28][CH2:29][CH2:30][CH2:31]1.[OH2:32]>>[CH3:1][N:2]1[c:3]2[c:4]([cH:9][c:10]([CH2:13][OH:14])[cH:11][n:12]2)[NH:5][C:6](=[O:8])[CH2:7]1. Reactants: Cl.NCCOC=1C=C(C=NC1)C=1C=C2CCC(N(C2=CC1)C)=O (6-[5-(2-Amino-ethoxy)-pyridin-3-yl]-1-methyl-3,4-dihydro-1H-quinolin-2-one hydrochloride), ClC=1C(=NC=CC1)C(=O)O (3-chloro-pyridine-2-carboxylic acid). Yields the product CN1C(CCC2=CC(=CC=C12)C=1C=C(C=NC1)OCCNC(=O)C1=NC=CC=C1Cl)=O (3-Chloro-pyridine-2-carboxylic acid {2-[5-(1-methyl-2-oxo-1,2,3,4-tetrahydro-quinolin-6-yl)-pyridin-3-yloxy]-ethyl}-amide). Reaction SMILES: Cl.[NH2:2][CH2:3][CH2:4][O:5][C:6]1[CH:7]=[C:8]([C:12]2[CH:13]=[C:14]3[C:19](=[CH:20][CH:21]=2)[N:18]([CH3:22])[C:17](=[O:23])[CH2:16][CH2:15]3)[CH:9]=[N:10][CH:11]=1.[Cl:24][C:25]1[C:26]([C:31](O)=[O:32])=[N:27][CH:28]=[CH:29][CH:30]=1>>[CH3:22][N:18]1[C:19]2[C:14](=[CH:13][C:12]([C:8]3[CH:7]=[C:6]([O:5][CH2:4][CH2:3][NH:2][C:31]([C:26]4[C:25]([Cl:24])=[CH:30][CH:29]=[CH:28][N:27]=4)=[O:32])[CH:11]=[N:10][CH:9]=3)=[CH:21][CH:20]=2)[CH2:15][CH2:16][C:17]1=[O:23] |f:0.1|. Procedure: In analogy to the procedure described for the preparation of example 75, 6-[5-(2-amino-ethoxy)-pyridin-3-yl]-1-methyl-3,4-dihydro-1H-quinolin-2-one hydrochloride (example 42) has been coupled with 3-chloro-pyridine-2-carboxylic acid to give the title compound as a light yellow viscous oil. MS: 437.4 (M+H+). Reactants: C(=O)=O (dry ice), C(C1=CC=CC=C1)N1CC2=C(CC1)C=CO2 (6-benzyl-4,5,6,7-tetrahydrofuro[2,3-c]pyridine), C(CCC)[Li] (n-butyl lithium). Solvent: O1CCCC1 (tetrahydrofuran), CCCCCC (hexane). Run at temperature -78 celsius, time 0.5 hour. Yields the product C(C1=CC=CC=C1)N1CC2=C(CC1)C=C(O2)C(=O)OC (methyl 6-benzyl-4,5,6,7-tetrahydrofuro[2,3-c]pyridine-2-carboxylate). Reaction SMILES: [CH2:1]([N:8]1[CH2:13][CH2:12][C:11]2[CH:14]=[CH:15][O:16][C:10]=2[CH2:9]1)[C:2]1[CH:7]=[CH:6][CH:5]=[CH:4][CH:3]=1.[CH2:17]([Li])CCC.[C:22](=[O:24])=[O:23]>O1CCCC1.CCCCCC>[CH2:1]([N:8]1[CH2:13][CH2:12][C:11]2[CH:14]=[C:15]([C:22]([O:24][CH3:17])=[O:23])[O:16][C:10]=2[CH2:9]1)[C:2]1[CH:3]=[CH:4][CH:5]=[CH:6][CH:7]=1. Procedure: To a solution of 0.683 g (3.202 mmol) of 6-benzyl-4,5,6,7-tetrahydrofuro[2,3-c]pyridine in 30 ml of tetrahydrofuran, 4.0 ml (6.4 mmol) of 1.6 M n-butyl lithium in hexane was added under ice-cooling, followed by stirring for 0.5 hours. After the reaction mixture was cooled to -78° C., crushed dry ice was added; while the mixture was stirred vigorously, the mixture was allowed to warm to room temperature. After the solvent was distilled off under reduced pressure, the residue was dissolved in 50 m... Reactants: [OH-].[Na+] (sodium hydroxide), BrC1=CC2=C(N(C=N2)C=2C=C(C=CC2)NC(=O)NCC(F)(F)F)C=C1 (N-[3-(5-bromo-1H-benzimidazol-1-yl)phenyl]-N′-(2,2,2-trifluoro ethyl)urea), COC(=O)C=1C=C(C=CC1)B(O)O ([3-(methoxycarbonyl)phenyl]boronic acid), C([O-])([O-])=O.[Na+].[Na+] (sodium carbonate). The reagents and catalysts are C=1C=CC(=CC1)[P](C=2C=CC=CC2)(C=3C=CC=CC3)[Pd]([P](C=4C=CC=CC4)(C=5C=CC=CC5)C=6C=CC=CC6)([P](C=7C=CC=CC7)(C=8C=CC=CC8)C=9C=CC=CC9)[P](C=1C=CC=CC1)(C=1C=CC=CC1)C=1C=CC=CC1 (tetrakis(triphenylphosphine)palladium(0)), O (water). The solvent is C(C)(=O)OCC (ethyl acetate), O (water), O1CCOCC1 (1,4-dioxane). The product is FC(CNC(=O)NC=1C=C(C=CC1)N1C=NC2=C1C=CC(=C2)C=2C=C(C(=O)O)C=CC2)(F)F (3-{1-[3-({[(2,2,2-trifluoroethyl)amino]carbonyl}amino)phenyl]-1H-benzimidazol-5-yl}benzoic acid). Reaction SMILES: Br[C:2]1[CH:25]=[CH:24][C:5]2[N:6]([C:9]3[CH:10]=[C:11]([NH:15][C:16]([NH:18][CH2:19][C:20]([F:23])([F:22])[F:21])=[O:17])[CH:12]=[CH:13][CH:14]=3)[CH:7]=[N:8][C:4]=2[CH:3]=1.C[O:27][C:28]([C:30]1[CH:31]=[C:32](B(O)O)[CH:33]=[CH:34][CH:35]=1)=[O:29].C(=O)([O-])[O-].[Na+].[Na+].[OH-].[Na+]>O1CCOCC1.O.C(OCC)(=O)C.C1C=CC([P]([Pd]([P](C2C=CC=CC=2)(C2C=CC=CC=2)C2C=CC=CC=2)([P](C2C=CC=CC=2)(C2C=CC=CC=2)C2C=CC=CC=2)[P](C2C=CC=CC=2)(C2C=CC=CC=2)C2C=CC=CC=2)(C2C=CC=CC=2)C2C=CC=CC=2)=CC=1>[F:21][C:20]([F:23])([F:22])[CH2:19][NH:18][C:16]([NH:15][C:11]1[CH:10]=[C:9]([N:6]2[C:5]3[CH:24]=[CH:25][C:2]([C:34]4[CH:35]=[C:30]([CH:31]=[CH:32][CH:33]=4)[C:28]([OH:29])=[O:27])=[CH:3][C:4]=3[N:8]=[CH:7]2)[CH:14]=[CH:13][CH:12]=1)=[O:17] |f:2.3.4,5.6,^1:63,65,84,103|. Procedure: A mixture of N-[3-(5-bromo-1H-benzimidazol-1-yl)phenyl]-N′-(2,2,2-trifluoro ethyl)urea (250.0 mg, 0.6050 mmol), [3-(methoxycarbonyl)phenyl]boronic acid (160 mg, 0.91 mmol Aldrich, Cat. No. 591130), tetrakis(triphenylphosphine)palladium(0) (40 mg, 0.04 mmol Aldrich, Cat. No. 216666) and sodium carbonate (130 mg, 1.2 mmol) in 1,4-dioxane (10 mL) and a few drops of water was heated at 120° C. overnight under nitrogen. After the reaction was cooled to r.t., 1.0 M sodium hydroxide in water (2.4 mL,) ...